From a dataset of the Open Reaction Database (ORD), a public repository of structured organic reaction records. describe an organic reaction: reactants, conditions, products, and yield The reactants are FC(C=1C=C(C=CC1)CN1C(C2=C3C(C=CC=C13)=CC=C2)=S)(F)F (1-[[3-(trifluoromethyl) phenyl]methyl]benz[cd]indole-2(1H)-thione), N1(C=NC=C1)CCCN (1H-imidazole-1-propanamine), mercuric acetate. Run in C(C)O (ethyl alcohol). Product: FC(C=1C=C(C=CC1)CN1C(C2=C3C(C=CC=C13)=CC=C2)=NCCCN2C=NC=C2)(F)F (N-[1-[[3-(Trifluoromethyl)phenyl]methyl]benz[cd]indol 2(1H)-ylidene]-1H-imidazole-1-propanamine). Isolated yield 66.4%. As a reaction SMILES: [F:1][C:2]([F:24])([F:23])[C:3]1[CH:4]=[C:5]([CH2:9][N:10]2[C:18]3[C:13]4[C:14](=[CH:19][CH:20]=[CH:21][C:12]=4[C:11]2=S)[CH:15]=[CH:16][CH:17]=3)[CH:6]=[CH:7][CH:8]=1.[N:25]1([CH2:30][CH2:31][CH2:32][NH2:33])[CH:29]=[CH:28][N:27]=[CH:26]1>C(O)C>[F:1][C:2]([F:24])([F:23])[C:3]1[CH:4]=[C:5]([CH2:9][N:10]2[C:18]3[C:13]4[C:14](=[CH:19][CH:20]=[CH:21][C:12]=4[C:11]2=[N:33][CH2:32][CH2:31][CH2:30][N:25]2[CH:29]=[CH:28][N:27]=[CH:26]2)[CH:15]=[CH:16][CH:17]=3)[CH:6]=[CH:7][CH:8]=1. Procedure: A mixture of 2.5 g of 1-[[3-(trifluoromethyl) phenyl]methyl]benz[cd]indole-2(1H)-thione (Ch), 0.95 g of 1H-imidazole-1-propanamine, 200 ml ethyl alcohol and 2.3 g of mercuric acetate is reacted as described in Example 3, giving 2.1 g of the desired product, mp. 108°-109° C. Reactants: C1(=CC=CC=C1)B(O)O (phenylboronic acid), 1,1-bisdiphenylphosphinoferrocene dichloropalladium, C([O-])([O-])=O.[Na+].[Na+] (sodium carbonate), IC=1N=C(NC1)CCC (4-Iodo-2-propylimidazole). Run in O1CCOCC1.O (dioxane water). Product: C1(=CC=CC=C1)C=1N=C(NC1)CCC (4-phenyl-2-propylimidazole). The yield is 77.0%. RXN SMILES: I[C:2]1[N:3]=[C:4]([CH2:7][CH2:8][CH3:9])[NH:5][CH:6]=1.[C:10]1(B(O)O)[CH:15]=[CH:14][CH:13]=[CH:12][CH:11]=1.C(=O)([O-])[O-].[Na+].[Na+]>O1CCOCC1.O>[C:10]1([C:2]2[N:3]=[C:4]([CH2:7][CH2:8][CH3:9])[NH:5][CH:6]=2)[CH:15]=[CH:14][CH:13]=[CH:12][CH:11]=1 |f:2.3.4,5.6|. Reported procedure: [step 1] 4-Iodo-2-propylimidazole obtained in Reference Example A16 was dissolved in dioxane/water (2 mL/1 mL), phenylboronic acid (0.108 g, 0.889 mmol), 1,1-bisdiphenylphosphinoferrocene dichloropalladium (0.052 g, 0.064 mmol) and sodium carbonate (0.202 g, 1.91 mmol) were added, and the mixture was heated under reflux for 3 hr. The reaction mixture was concentrated under reduced pressure, and the obtained residue was purified by silica gel column chromatography (hexane/ethyl acetate=1/2) to gi... The reactants are CCCCCCc1cccc(C=CC(=O)O)c1SC, O=C(Cl)C(=O)Cl, ClCCl, CN(C)C=O. Product: CCCCCCc1cccc(C=CC(=O)O)c1SC, [Cl-]. RXN SMILES: [CH3:1][S:2][c:3]1[c:4]([CH:5]=[CH:6][C:7](=[O:8])[OH:9])[cH:10][cH:11][cH:12][c:13]1[CH2:14][CH2:15][CH2:16][CH2:17][CH2:18][CH3:19].[Cl:20][C:21]([C:22]([Cl:23])=[O:24])=[O:25].[Cl:31][CH2:32][Cl:33].[O:26]=[CH:27][N:28]([CH3:29])[CH3:30]>>[CH3:1][S:2][c:3]1[c:4]([CH:5]=[CH:6][C:7](=[O:8])[OH:9])[cH:10][cH:11][cH:12][c:13]1[CH2:14][CH2:15][CH2:16][CH2:17][CH2:18][CH3:19].[Cl-:20]. The reactants are Cl (hydrochloric acid), O(C1=CC=CC=C1)C(=O)N1CCC2(CC1)C1=CC=CC=C1OC=1C=CC=CC12 (1'-phenoxycarbonylxanthene-9-spiro-4'-piperidine), C(C)O (ethanol), [OH-].[K+] (potassium hydroxide). Solvent: O (water). The product is Cl.N1CCC2(CC1)C1=CC=CC=C1OC=1C=CC=CC12 (xanthene-9-spiro-4'-piperidine hydrochloride). Reaction SMILES: O(C([N:10]1[CH2:15][CH2:14][C:13]2([C:28]3[CH:27]=[CH:26][CH:25]=[CH:24][C:23]=3[O:22][C:21]3[C:16]2=[CH:17][CH:18]=[CH:19][CH:20]=3)[CH2:12][CH2:11]1)=O)C1C=CC=CC=1.C(O)C.[OH-].[K+].[ClH:34]>O>[ClH:34].[NH:10]1[CH2:11][CH2:12][C:13]2([C:16]3[CH:17]=[CH:18][CH:19]=[CH:20][C:21]=3[O:22][C:23]3[C:28]2=[CH:27][CH:26]=[CH:25][CH:24]=3)[CH2:14][CH2:15]1 |f:2.3,6.7|. Procedure: A mixture of 1'-phenoxycarbonylxanthene-9-spiro-4'-piperidine (370 mg.), ethanol (80 ml.) and a 50% w/v solution of potassium hydroxide in water (20 ml.) is heated under reflux for 22 hours. The mixture is cooled and concentrated hydrochloric acid (20 ml.) is added and the ethanol is evaporated. The residue is washed with ether, water (50 ml.) is added and the resulting solution made alkaline with 3N sodium hydroxide. The alkaline solution is extracted with chloroform and the chloroform extract ... Reactants: [K] (potassium), S1C(=CC=C1)CC(=O)O (thiolacetic acid), C(C)O (ethanol), C(C)N(C([C@@H](C)Cl)=O)CC ((R)-N,N-Diethyl-2-chloropropionamide), C(C)O (ethanol). The solvent is ClCCl (dichloromethane). Run at temperature 55 celsius. Yields the product C(C)N(C([C@@H](C)C(C)=O)=S)CC ((S)-N,N-Diethyl-2-acetylthiopropionamide). As a reaction SMILES: [CH2:1]([N:3]([CH2:9][CH3:10])[C:4](=O)[C@H:5](Cl)[CH3:6])[CH3:2].[K].[S:12]1C=CC=C1CC(O)=O.[CH2:21]([OH:23])[CH3:22]>ClCCl>[CH2:1]([N:3]([CH2:9][CH3:10])[C:4](=[S:12])[C@H:5]([C:21](=[O:23])[CH3:22])[CH3:6])[CH3:2] |^1:10|. Reported procedure: (R)-N,N-Diethyl-2-chloropropionamide (20 g) dissolved in ethanol (30 cc) is added to a suspension of the potassium salt of thiolacetic acid (16 g) in ethanol (70 cc). The reaction mixture is then heated for 2 hours at a temperature in the vicinity of 55° C. and then concentrated to dryness under reduced pressure (130 Pa) at a temperature in the vicinity of 60° C. The residue obtained is crushed in dichloromethane (300 cc) and then washed with distilled water (200 cc). The organic phase is decant... Reactants: COC(=O)[C@H]1N(C2=CC=CC=C2C1)C(C1=C(C=C(C(=C1)OC)OCC1=CC=CC=C1)[N+](=O)[O-])=O ((2S)-1-[5-methoxy-2-nitro-4-(phenylmethoxy)-benzoyl]-2-indolinecarboxylic acid methyl ester), CC(C)C[Al]CC(C)C (dibal-H), hexanes AcOEt. Run in ClCCl (dichloromethane), C1(=CC=CC=C1)C (toluene). Conditions: temperature -78 celsius, time 3 hour. Product: COC=1C(=CC(=C(C(=O)N2[C@@H](CC3=CC=CC=C23)C=O)C1)[N+](=O)[O-])OCC1=CC=CC=C1 ((2S)-1-[5-methoxy-2-nitro-4-(phenylmethoxy)-benzoyl]-2-indolinealdehyde). RXN SMILES: C[O:2][C:3]([C@@H:5]1[CH2:13][C:12]2[C:7](=[CH:8][CH:9]=[CH:10][CH:11]=2)[N:6]1[C:14](=[O:34])[C:15]1[CH:20]=[C:19]([O:21][CH3:22])[C:18]([O:23][CH2:24][C:25]2[CH:30]=[CH:29][CH:28]=[CH:27][CH:26]=2)=[CH:17][C:16]=1[N+:31]([O-:33])=[O:32])=O.CC(C[Al]CC(C)C)C>ClCCl.C1(C)C=CC=CC=1>[CH3:22][O:21][C:19]1[C:18]([O:23][CH2:24][C:25]2[CH:30]=[CH:29][CH:28]=[CH:27][CH:26]=2)=[CH:17][C:16]([N+:31]([O-:33])=[O:32])=[C:15]([CH:20]=1)[C:14]([N:6]1[C:7]2[C:12](=[CH:11][CH:10]=[CH:9][CH:8]=2)[CH2:13][C@H:5]1[CH:3]=[O:2])=[O:34] |^1:37|. Procedure: To a stirred solution of the methyl ester 5 (4.4 g, 9.5 mmol) in anhydrous dichloromethane (11 mL) and toluene (33 mL) was added dibal-H (19 mL, 1.0 M in toluene) dropwise via a syringe pump in 30 minutes at −78° C. The mixture continued to be stirred at −78° C. for 3 hours and TLC (hexanes/AcOEt, 1:1.5) showed that the starting material was almost consumed. The reaction was quenched with methanol (0.4 mL) and 5% HCl (30 mL) at −78° C. Ethyl acetate (100 mL) was added and the dry ice/acetone bat... Reactants: BrC=1C=NC=C(C1)C#N (3-Bromo-5-cyano-pyridine), C(=O)(OC(C)(C)C)N1C(=CC2=CC=C(C=C12)Cl)B(O)O (N-Boc-6-chloro-indoleboronic acid). Product: ClC1=CC=C2C=C(NC2=C1)C=1C=NC=C(C#N)C1 (5-(6-chloro-1H-indol-2-yl)-nicotinonitrile). As a reaction SMILES: Br[C:2]1[CH:3]=[N:4][CH:5]=[C:6]([C:8]#[N:9])[CH:7]=1.C([N:17]1[C:25]2[C:20](=[CH:21][CH:22]=[C:23]([Cl:26])[CH:24]=2)[CH:19]=[C:18]1B(O)O)(OC(C)(C)C)=O>>[Cl:26][C:23]1[CH:24]=[C:25]2[C:20]([CH:19]=[C:18]([C:2]3[CH:3]=[N:4][CH:5]=[C:6]([CH:7]=3)[C:8]#[N:9])[NH:17]2)=[CH:21][CH:22]=1. Reported procedure: 3-Bromo-5-cyano-pyridine and N-Boc-6-chloro-indoleboronic acid are processed according to the procedure described in Example 103 to give 5-(6-chloro-1H-indol-2-yl)-nicotinonitrile, which is processed according to the procedure described in Example 114 to give 5-(6-Chloro-1-methyl-1H-indol-2-yl)-nicotinonitrile. 1H NMR (400 MHz, MeOD) δ ppm 3.81 (s, 3H), 6.81 (s, 1H), 7.14 (dd, J=8.6, 1.8 Hz, 1H), 7.56 (s, 1H), 7.61 (d, J=8.3 Hz, 1H), 8.46 (t, J=2.1 Hz, 1H), 8.98 (d, J=2.0 Hz, 1H), 9.06 (d, J=2.0...